Dataset: the Open Reaction Database (ORD), a public repository of structured organic reaction records. Task: describe an organic reaction: reactants, conditions, products, and yield Reactants: C(C)OC(C(CC1=CC=CC=C1)(N=NC1=CC=C(C=C1)C(C(F)(F)F)(C(F)(F)F)O)C#N)=O (α-cyano-α-[4-[2,2,2-trifluoro-1-hydroxy-1-(trifluoromethyl)ethyl]phenylazo]benzenepropanoic acid ethyl ester), C([O-])(O)=O.[Na+] (sodium bicarbonate), C(C)(=O)O (acetic acid), Cl (hydrochloric acid). The solvent is O (water). Product: FC(C(C(F)(F)F)(O)C1=CC=C(C=C1)NN=C(C#N)CC1=CC=CC=C1)(F)F (α-[1-[4-[2,2,2-trifluoro-1-hydroxy-1-(trifluoromethyl)ethyl]phenyl]hydrazin-2-ylidene]benzenepropanenitrile). RXN SMILES: C(OC(=O)[C:5]([C:31]#[N:32])([N:13]=[N:14][C:15]1[CH:20]=[CH:19][C:18]([C:21]([OH:30])([C:26]([F:29])([F:28])[F:27])[C:22]([F:25])([F:24])[F:23])=[CH:17][CH:16]=1)[CH2:6][C:7]1[CH:12]=[CH:11][CH:10]=[CH:9][CH:8]=1)C.C(O)(=O)C.Cl.C(=O)(O)[O-].[Na+]>O>[F:23][C:22]([F:24])([F:25])[C:21]([C:18]1[CH:17]=[CH:16][C:15]([NH:14][N:13]=[C:5]([CH2:6][C:7]2[CH:12]=[CH:11][CH:10]=[CH:9][CH:8]=2)[C:31]#[N:32])=[CH:20][CH:19]=1)([OH:30])[C:26]([F:27])([F:29])[F:28] |f:3.4|. Procedure: A solution of 238 mg. (0.5 mmol) of α-cyano-α-[4-[2,2,2-trifluoro-1-hydroxy-1-(trifluoromethyl)ethyl]phenylazo]benzenepropanoic acid ethyl ester in 3 ml. of acetic acid and 1 ml. of concentrated hydrochloric acid was stirred at room temperature for 30 minutes, diluted with water, made basic with sodium bicarbonate and extracted with ether. The ether extracts were dried and concentrated. The residue was dissolved in 1:1 benzene-dichloromethane and passed over a little silica gel. The eluate was c...